From a dataset of the Open Reaction Database (ORD), a public repository of structured organic reaction records. describe an organic reaction: reactants, conditions, products, and yield Reactants: Cn1cc2c(-c3ccc(OCc4ccccc4)cc3)c(-c3ccncc3)c(-c3ccc(F)cc3)nc2n1, CCO. The product is Cn1cc2c(-c3ccc(O)cc3)c(-c3ccncc3)c(-c3ccc(F)cc3)nc2n1. Reaction SMILES: [CH2:1]([c:2]1[cH:3][cH:4][cH:5][cH:6][cH:7]1)[O:8][c:9]1[cH:10][cH:11][c:12](-[c:15]2[c:16]3[c:17]([n:18][c:19](-[c:27]4[cH:28][cH:29][c:30]([F:33])[cH:31][cH:32]4)[c:20]2-[c:21]2[cH:22][cH:23][n:24][cH:25][cH:26]2)[n:34][n:35]([CH3:37])[cH:36]3)[cH:13][cH:14]1.[CH3:38][CH2:39][OH:40]>>[OH:8][c:9]1[cH:10][cH:11][c:12](-[c:15]2[c:16]3[c:17]([n:18][c:19](-[c:27]4[cH:28][cH:29][c:30]([F:33])[cH:31][cH:32]4)[c:20]2-[c:21]2[cH:22][cH:23][n:24][cH:25][cH:26]2)[n:34][n:35]([CH3:37])[cH:36]3)[cH:13][cH:14]1.